This data is from the Open Reaction Database (ORD), a public repository of structured organic reaction records. The task is: describe an organic reaction: reactants, conditions, products, and yield RXN SMILES: [Cl:1][C:2]1[CH:3]=[C:4]([C:9]2([C:24]([F:27])([F:26])[F:25])[O:13][N:12]=[C:11]([C:14]3[CH:22]=[CH:21][C:17]([CH:18]=NO)=[C:16]([CH3:23])[CH:15]=3)[CH2:10]2)[CH:5]=[C:6]([Cl:8])[CH:7]=1.C([SiH](CC)CC)C.C(=O)([O-])[O-:36].[Na+].[Na+]>CN(C=O)C>[Cl:1][C:2]1[CH:3]=[C:4]([C:9]2([C:24]([F:27])([F:26])[F:25])[O:13][N:12]=[C:11]([C:14]3[CH:22]=[CH:21][C:17]([CH:18]=[O:36])=[C:16]([CH3:23])[CH:15]=3)[CH2:10]2)[CH:5]=[C:6]([Cl:8])[CH:7]=1 |f:2.3.4|. The reactants are ClC=1C=C(C=C(C1)Cl)C1(CC(=NO1)C1=CC(=C(C=NO)C=C1)C)C(F)(F)F (4-[5-(3,5-Dichloro-phenyl)-5-trifluoromethyl-4,5-dihydro-isoxazol-3-yl]-2-methyl-benzaldehyde oxime), C(C)[SiH](CC)CC (triethyl silane), C([O-])([O-])=O.[Na+].[Na+] (sodium carbonate), palladium bis(diphenylphosphine) ferrocene dichloride CH2Cl2. Isolated yield 76.2%. Conditions: temperature 65 celsius. Yields the product ClC=1C=C(C=C(C1)Cl)C1(CC(=NO1)C1=CC(=C(C=O)C=C1)C)C(F)(F)F (4-[5-(3,5-Dichloro-phenyl)-5-trifluoromethyl-4,5-dihydro-isoxazol-3-yl]-2-methyl-benzaldehyde). Procedure: A mixture of 4-[5-(3,5-Dichloro-phenyl)-5-trifluoromethyl-4,5-dihydro-isoxazol-3-yl]-2-methyl-benzaldehyde oxime (14.20 g, 31.34 mmol), triethyl silane (10.3 mL, 7.53 g, 62.8 mmol), sodium carbonate (5.43 g, 39.3 mmol), palladium bis(diphenylphosphine)-ferrocene dichloride CH2Cl2-complex (1.28 g, 1.57 mmol) and DMF (250 mL) were stirred under an atmosphere of carbon monoxide at 65° C. over night. After cooling to room temperature, the solvent was evaporated and the residue taken up in MTBE, filt... Solvent: CN(C)C=O (DMF).